Dataset: the Open Reaction Database (ORD), a public repository of structured organic reaction records. Task: describe an organic reaction: reactants, conditions, products, and yield As a reaction SMILES: [NH2:1][C:2]1[CH:10]=[C:9]([CH3:11])[C:8]([C:12]([O:14][CH2:15][CH3:16])=[O:13])=[C:7]([CH3:17])[C:3]=1[C:4]([OH:6])=[O:5].N1C=CC=CC=1.[C:24](Cl)(=[O:26])[CH3:25].Cl>C1C=CC=CC=1>[C:24]([NH:1][C:2]1[CH:10]=[C:9]([CH3:11])[C:8]([C:12]([O:14][CH2:15][CH3:16])=[O:13])=[C:7]([CH3:17])[C:3]=1[C:4]([OH:6])=[O:5])(=[O:26])[CH3:25]. Yield: 86.6%. Solvent: C1=CC=CC=C1 (benzene), C1=CC=CC=C1 (benzene). Reactants: C(C)(=O)Cl (acetyl chloride), NC1=C(C(=O)O)C(=C(C(=C1)C)C(=O)OCC)C (2-amino-5-ethoxycarbonyl-4,6-dimethylbenzoic acid), N1=CC=CC=C1 (pyridine), Cl (hydrochloric acid), ice water. Reported procedure: To a mixture consisting of 1 g of 2-amino-5-ethoxycarbonyl-4,6-dimethylbenzoic acid, 20 ml of benzene, and 0.7 ml of pyridine in a flask cooled with ice water was added dropwise with stirring a solution of 600 mg of acetyl chloride in 5 ml of benzene. The mixture was further stirred for 5 hours at room temperature, and then heated to reflux for one hour. After cooling, the mixture was shaken with dilute hydrochloric acid and the layers were separated. The acidic aqueous layer was extracted with ... Product: C(C)(=O)NC1=C(C(=O)O)C(=C(C(=C1)C)C(=O)OCC)C (2-acetylamino-5-ethoxycarbonyl-4,6-dimethylbenzoic acid). Run at time 5 hour. Starting materials: ClCCCl, COC(=O)c1cccc2[nH]ccc12, CN(C=O)c1ccccc1, CC(=O)[O-], [Na+], O=P(Cl)(Cl)Cl. The product is COC(=O)c1cccc2[nH]cc(C=O)c12. Reaction SMILES: [CH2:34]([Cl:35])[CH2:36][Cl:37].[CH3:16][O:17][C:18](=[O:19])[c:20]1[c:21]2[cH:22][cH:23][nH:24][c:25]2[cH:26][cH:27][cH:28]1.[CH3:1][N:2]([c:3]1[cH:4][cH:5][cH:6][cH:7][cH:8]1)[CH:9]=[O:10].[CH3:30][C:31](=[O:32])[O-:33].[Na+:29].[P:11]([Cl:12])([Cl:13])([Cl:14])=[O:15]>>[CH:9](=[O:10])[c:22]1[c:21]2[c:20]([C:18]([O:17][CH3:16])=[O:19])[cH:28][cH:27][cH:26][c:25]2[nH:24][cH:23]1. RXN SMILES: [CH2:30]1[O:31][CH2:32][CH2:33][CH2:34]1.[CH3:20][S:21]([Cl:22])(=[O:23])=[O:24].[F:3][C:4]([C:5]([CH3:6])([OH:7])[c:8]1[n:9][cH:10][c:11]([O:14][CH2:15][O:16][CH3:17])[cH:12][cH:13]1)([F:18])[F:19].[H-:1].[Na+:29].[Na+:2].[O-:25][C:26]([OH:27])=[O:28].[OH2:35]>>[F:3][C:4]([C:5]([CH3:6])([O:7][S:21]([CH3:20])(=[O:23])=[O:24])[c:8]1[n:9][cH:10][c:11]([O:14][CH2:15][O:16][CH3:17])[cH:12][cH:13]1)([F:18])[F:19]. Product: COCOc1ccc(C(C)(OS(C)(=O)=O)C(F)(F)F)nc1. Reactants: C1CCOC1, CS(=O)(=O)Cl, COCOc1ccc(C(C)(O)C(F)(F)F)nc1, [H-], [Na+], [Na+], O=C([O-])O, O. The reactants are C(C)OC=1C=C(C=O)C=CC1OCC (3,4-diethoxybenzaldehyde), C(C)(C)(C)NO (N-tert-butylhydroxylamine). Product: C(C)OC=1C=C(C=CC1OCC)C=[N+]([O-])C(C)(C)C (α-(3,4Diethoxyphenyl)-N-tert-butylnitrone). RXN SMILES: [CH2:1]([O:3][C:4]1[CH:5]=[C:6]([CH:9]=[CH:10][C:11]=1[O:12][CH2:13][CH3:14])[CH:7]=O)[CH3:2].[C:15]([NH:19][OH:20])([CH3:18])([CH3:17])[CH3:16]>>[CH2:1]([O:3][C:4]1[CH:5]=[C:6]([CH:7]=[N+:19]([C:15]([CH3:18])([CH3:17])[CH3:16])[O-:20])[CH:9]=[CH:10][C:11]=1[O:12][CH2:13][CH3:14])[CH3:2]. Reported procedure: The title compound was prepared according to the procedure described in Example 11 using 3,4-diethoxybenzaldehyde and N-tert-butylhydroxylamine. The title compound was isolated in 93.7% yield as a solid, m.p. 57.9° C. Reactants: CSc1nc(N)nc(-c2ccco2)c1Br, ClCCl, O=S(=O)(c1ccccc1)N1OC1c1ccccc1. The product is CS(=O)c1nc(N)nc(-c2ccco2)c1Br. Reaction SMILES: [Br:1][c:2]1[c:3](-[c:11]2[o:12][cH:13][cH:14][cH:15]2)[n:4][c:5]([NH2:10])[n:6][c:7]1[S:8][CH3:9].[Cl:34][CH2:35][Cl:36].[c:16]1([CH:17]2[N:18]([S:19]([c:20]3[cH:21][cH:22][cH:23][cH:25][cH:26]3)(=[O:27])=[O:28])[O:24]2)[cH:29][cH:30][cH:31][cH:32][cH:33]1>>[Br:1][c:2]1[c:3](-[c:11]2[o:12][cH:13][cH:14][cH:15]2)[n:4][c:5]([NH2:10])[n:6][c:7]1[S:8]([CH3:9])=[O:24]. The solvent is O (water), OS(=O)(=O)O (H2SO4). RXN SMILES: [CH3:1][N:2]1[CH2:11][CH2:10][C:9]2[C:4](=[CH:5][CH:6]=[C:7]([O:12][CH3:13])[CH:8]=2)[C:3]1=[O:14].[N+:15]([O-])([OH:17])=[O:16]>OS(O)(=O)=O.O>[CH3:1][N:2]1[CH2:11][CH2:10][C:9]2[C:4](=[CH:5][C:6]([N+:15]([O-:17])=[O:16])=[C:7]([O:12][CH3:13])[CH:8]=2)[C:3]1=[O:14]. Procedure: To a solution of 2-methyl-6-(methyloxy)-3,4-dihydro-1(2H)-isoquinolinone (5 g, 26.17 mmol) in H2SO4(2.17 mL) was added HNO3 (1.95 g, 31.4 mmol) dropwise at −20° C. The mixture was stirred for 2 h at −20° C. The reaction was diluted with water and the aqueous layer was extracted with dichloromethane. The combined organic layer was concentrated under reduced pressure to afford 2-methyl-6-(methyloxy)-7-nitro-3,4-dihydro-1(2H)-isoquinolinone (4.7 g, 75.8%). Yields the product CN1C(C2=CC(=C(C=C2CC1)OC)[N+](=O)[O-])=O (2-methyl-6-(methyloxy)-7-nitro-3,4-dihydro-1(2H)-isoquinolinone). The reactants are CN1C(C2=CC=C(C=C2CC1)OC)=O (2-methyl-6-(methyloxy)-3,4-dihydro-1(2H)-isoquinolinone), [N+](=O)(O)[O-] (HNO3). Yield: 76.0%. Run at temperature -20 celsius, time 2 hour.